Dataset: the Open Reaction Database (ORD), a public repository of structured organic reaction records. Task: describe an organic reaction: reactants, conditions, products, and yield The reactants are ClC1=C(C=CC(=C1)F)CN1OCC(C1=O)(C)C (2-[(2-chloro-4-fluorophenyl)methyl]-4,4-dimethyl-3-isoxazolidinone), [N+](=O)([O-])[O-].[K+] (potassium nitrate). The solvent is S(O)(O)(=O)=O (sulfuric acid). Product: ClC1=C(C=C(C(=C1)F)[N+](=O)[O-])CN1OCC(C1=O)(C)C (2-[(2-chloro-4-fluoro-5-nitrophenyl)methyl]-4,4-dimethyl-3-isoxazolidinone). Isolated yield 50.8%. Reaction SMILES: [Cl:1][C:2]1[CH:7]=[C:6]([F:8])[CH:5]=[CH:4][C:3]=1[CH2:9][N:10]1[C:14](=[O:15])[C:13]([CH3:17])([CH3:16])[CH2:12][O:11]1.[N+:18]([O-])([O-:20])=[O:19].[K+]>S(=O)(=O)(O)O>[Cl:1][C:2]1[CH:7]=[C:6]([F:8])[C:5]([N+:18]([O-:20])=[O:19])=[CH:4][C:3]=1[CH2:9][N:10]1[C:14](=[O:15])[C:13]([CH3:17])([CH3:16])[CH2:12][O:11]1 |f:1.2|. Procedure details: By the method of Example 3, Step A, 20 g (0.078 mole) of 2-[(2-chloro-4-fluorophenyl)methyl]-4,4-dimethyl-3-isoxazolidinone, 7.8 g (0.78 mole) of potassium nitrate, and 100 ml of concentrated sulfuric acid were reacted, yielding 12 g of 2-[(2-chloro-4-fluoro-5-nitrophenyl)methyl]-4,4-dimethyl-3-isoxazolidinone as a light yellow solid. Passage through a column of silica gel was omitted since the product was crystalline. Purification was accomplished by recrystallization from ethyl acetate/hexane.... Starting materials: ClS(=O)(=O)C=1C=C2CC(NC2=CC1)=O (5-chlorosulphonyloxindole), NCCN1CCOCC1 (4-(2-aminoethyl)morpholine). The solvent is C(C)O (ethanol). Run at temperature 65 celsius. Yields the product O1CCN(CC1)CCNS(=O)(=O)C=1C=C2CC(NC2=CC1)=O (5-(2-morpholinoethylaminosulphonyl)oxindole). Yield: 53.6%. Reaction SMILES: Cl[S:2]([C:5]1[CH:6]=[C:7]2[C:11](=[CH:12][CH:13]=1)[NH:10][C:9](=[O:14])[CH2:8]2)(=[O:4])=[O:3].[NH2:15][CH2:16][CH2:17][N:18]1[CH2:23][CH2:22][O:21][CH2:20][CH2:19]1>C(O)C>[O:21]1[CH2:22][CH2:23][N:18]([CH2:17][CH2:16][NH:15][S:2]([C:5]2[CH:6]=[C:7]3[C:11](=[CH:12][CH:13]=2)[NH:10][C:9](=[O:14])[CH2:8]3)(=[O:4])=[O:3])[CH2:19][CH2:20]1. Reported procedure: A solution of 5-chlorosulphonyloxindole (1 g, 4.3 mmol), (prepared as described for the starting material in Example 60), and 4-(2-aminoethyl)morpholine (620 μl, 4.7 mmol) in ethanol (20 ml) was heated at 65° C. for 1 hour. The solvent was removed by evaporation, the residue was partitioned between methylene chloride and water and the aqueous layer was adjusted to pH7-8 with 5% aqueous sodium hydrogen carbonate solution. The organic layer was separated, washed with brine, dried (MgSO4) and the s... Reactants: B(F)(F)F (Boron trifluoride), C(C1=CC=CC=C1)N1C(N2C(SC=CC2)=C(C1=O)C1=CC=CC=C1)=O (7-benzyl-9-phenyl-4H,6H-pyrimido[6,1-b][1,3]thiazine-6,8(7H)-dione), CO (Methanol). Solvent: C1(=CC=CC=C1)C (toluene). Conditions: time 30 minute. The product is C1(=CC=CC=C1)C=1C(NC(N2C1SC=CC2)=O)=O (9-Phenyl-4H,6H-pyrimido[6,1-b][1,3]thiazine-6,8(7H)-dione). The yield is 17.5%. RXN SMILES: B(F)(F)F.C([N:12]1[C:21](=[O:22])[C:20]([C:23]2[CH:28]=[CH:27][CH:26]=[CH:25][CH:24]=2)=[C:15]2[S:16][CH:17]=[CH:18][CH2:19][N:14]2[C:13]1=[O:29])C1C=CC=CC=1.CO>C1(C)C=CC=CC=1>[C:23]1([C:20]2[C:21](=[O:22])[NH:12][C:13](=[O:29])[N:14]3[CH2:19][CH:18]=[CH:17][S:16][C:15]=23)[CH:24]=[CH:25][CH:26]=[CH:27][CH:28]=1. Reported procedure: Boron trifluoride (0.7 ml) was added to a solution of 7-benzyl-9-phenyl-4H,6H-pyrimido[6,1-b][1,3]thiazine-6,8(7H)-dione (1 g) in toluene (25 ml) and the mixture was refluxed for 15 hours. Methanol (7.5 ml) was added to the reaction solution at room temperature and the solution was stirred for 30 minutes. The reaction solution was concentrated to dryness, and acetone was added to the resulting residue to obtain the presipitate by filtration. The resulting crude crystals were washed and recrystal... The reactants are C1CCCC2=CC=CC=C12 (Tetralin), COC(Cl)Cl (dichloromethyl methyl ether). The reagents and catalysts are [Ti](Cl)(Cl)(Cl)Cl (titanium tetrachloride). As a reaction SMILES: [CH2:1]1[C:10]2[C:5](=[CH:6][CH:7]=[CH:8][CH:9]=2)[CH2:4][CH2:3][CH2:2]1.[CH3:11][O:12]C(Cl)Cl>[Ti](Cl)(Cl)(Cl)Cl>[CH:11]([C:7]1[CH:6]=[C:5]2[C:10](=[CH:9][CH:8]=1)[CH2:1][CH2:2][CH2:3][CH2:4]2)=[O:12]. Procedure: Compound 12 was prepared by an alternate procedure as follows: Tetralin was formylated with dichloromethyl methyl ether and titanium tetrachloride catalyst to give 6-formyltetralin. Reaction of the aldehyde with malonic acid in the presence of an amine catalyst gave the substituted acrylic acid. Catalytic hydrogenation of the double bond gave the corresponding substituted propionic acid, 3-(6-tetralyl)propionic acid. Conversion of the acid to the acid chloride with phosphorus pentachloride follo... Yields the product Compound 12, C(=O)C=1C=C2CCCCC2=CC1 (6-formyltetralin). Starting materials: C(CCCC)(=O)Cl (Valeryl chloride), FC(OC1=CC=C(C[C@]23C(N(C(N3C[C@H](C2)N)=O)C2=CC(=NC(=C2)Cl)Cl)=O)C=C1)(F)F ((5R,7S)-5-[4-(Trifluoromethoxy)benzyl]-3-(2,6-dichloro-4-pyridyl)-7-amino-1,3-diazabicyclo[3.3.0]octane-2,4-dione), CCN(C(C)C)C(C)C (DIEA). Run in C1CCOC1 (THF). Conditions: time 24 hour. The product is FC(OC1=CC=C(C[C@]23C(N(C(N3C[C@H](C2)NC(CCCC)=O)=O)C2=CC(=NC(=C2)Cl)Cl)=O)C=C1)(F)F ((5R, 7S)-5-[4-(Trifluoromethoxy)benzyl]-3-(2,6-dichloro-4-pyridyl)-7-valerylamino-1,3-diazabicyclo[3.3.0]octane-2,4-dione). Yield: 63.7%. Reaction SMILES: [C:1](Cl)(=[O:6])[CH2:2][CH2:3][CH2:4][CH3:5].[F:8][C:9]([F:38])([F:37])[O:10][C:11]1[CH:36]=[CH:35][C:14]([CH2:15][C@:16]23[CH2:23][C@H:22]([NH2:24])[CH2:21][N:20]2[C:19](=[O:25])[N:18]([C:26]2[CH:31]=[C:30]([Cl:32])[N:29]=[C:28]([Cl:33])[CH:27]=2)[C:17]3=[O:34])=[CH:13][CH:12]=1.CCN(C(C)C)C(C)C>C1COCC1>[F:38][C:9]([F:37])([F:8])[O:10][C:11]1[CH:36]=[CH:35][C:14]([CH2:15][C@:16]23[CH2:23][C@H:22]([NH:24][C:1](=[O:6])[CH2:2][CH2:3][CH2:4][CH3:5])[CH2:21][N:20]2[C:19](=[O:25])[N:18]([C:26]2[CH:31]=[C:30]([Cl:32])[N:29]=[C:28]([Cl:33])[CH:27]=2)[C:17]3=[O:34])=[CH:13][CH:12]=1. Procedure details: Valeryl chloride (0.031g) was added to a solution of the compound from Example 63 (0.1 g) and DIEA (0.84 g) in THF (5 mL) and the reaction mixture was stirred at room temperature for 24 hours. The mixture was concentrated and the residue was purified via HPLC (CH3CN/0.1 M AcOH) to yield 0.075 g of the titled compound. MS (m/z) 559 (MH+) and 581 (MNa+). mp 66.8° C. Reactants: C, CCO, CCOC(C)=O, O=C[O-], O=C(NCc1ccc(OC(F)(F)F)cc1)C1CN(c2nc3nc(C4CC4)nc(Cl)c3s2)CCN1S(=O)(=O)c1ccc(C2CC2)cc1, [NH4+], [Pd]. The product is O=C(NCc1ccc(OC(F)(F)F)cc1)C1CN(c2nc3nc(C4CC4)ncc3s2)CCN1S(=O)(=O)c1ccc(C2CC2)cc1. As a reaction SMILES: [C:60].[CH3:51][CH2:52][OH:53].[CH3:54][CH2:55][O:56][C:57](=[O:58])[CH3:59].[CH:47]([O-:48])=[O:49].[F:1][C:2]([O:3][c:4]1[cH:5][cH:6][c:7]([CH2:8][NH:9][C:10](=[O:11])[CH:12]2[N:13]([S:31](=[O:32])(=[O:33])[c:34]3[cH:35][cH:36][c:37]([CH:40]4[CH2:41][CH2:42]4)[cH:38][cH:39]3)[CH2:14][CH2:15][N:16]([c:18]3[s:19][c:20]4[c:21]([n:22][c:23]([CH:27]5[CH2:28][CH2:29]5)[n:24][c:25]4[Cl:26])[n:30]3)[CH2:17]2)[cH:43][cH:44]1)([F:45])[F:46].[NH4+:50].[Pd:61]>>[F:1][C:2]([O:3][c:4]1[cH:5][cH:6][c:7]([CH2:8][NH:9][C:10](=[O:11])[CH:12]2[N:13]([S:31](=[O:32])(=[O:33])[c:34]3[cH:35][cH:36][c:37]([CH:40]4[CH2:41][CH2:42]4)[cH:38][cH:39]3)[CH2:14][CH2:15][N:16]([c:18]3[s:19][c:20]4[c:21]([n:22][c:23]([CH:27]5[CH2:28][CH2:29]5)[n:24][cH:25]4)[n:30]3)[CH2:17]2)[cH:43][cH:44]1)([F:45])[F:46]. The reactants are N1=C(C=CC=C1)C=O (pyridine-2-aldehyde), [OH-].[Na+] (sodium hydroxide), BrC=1C=CC=2N3C4=C(C=C(C=C4C2C1)OC)C(CC3)=O (10-bromo-5,6-dihydro-2-methoxy-4H-pyrido[3,2,1-jk]carbazole-4-one). Run in O (water), C(C)O (ethanol). Reaction conditions: time 12 hour. Yields the product BrC=1C=CC=2N3C4=C(C=C(C=C4C2C1)OC)C(C(=C3)CC3=NC=CC=C3)=O (10-bromo-2-methoxy-5-(2-pyridylmethyl)-4H-pyrido[3,2,1-jk]carbazole-4-one). Isolated yield 63.0%. RXN SMILES: [Br:1][C:2]1[CH:3]=[CH:4][C:5]2[N:6]3[CH2:19][CH2:18][C:17](=[O:20])[C:8]4[CH:9]=[C:10]([O:15][CH3:16])[CH:11]=[C:12]([C:13]=2[CH:14]=1)[C:7]3=4.[N:21]1[CH:26]=[CH:25][CH:24]=[CH:23][C:22]=1[CH:27]=O.[OH-].[Na+]>C(O)C.O>[Br:1][C:2]1[CH:3]=[CH:4][C:5]2[N:6]3[CH:19]=[C:18]([CH2:27][C:22]4[CH:23]=[CH:24][CH:25]=[CH:26][N:21]=4)[C:17](=[O:20])[C:8]4[CH:9]=[C:10]([O:15][CH3:16])[CH:11]=[C:12]([C:13]=2[CH:14]=1)[C:7]3=4 |f:2.3|. Procedure details: 10-bromo-5,6-dihydro-2-methoxy-4H-pyrido[3,2,1-jk]carbazole-4-one (0.7 g) obtained in Example 1, step 3 was suspended in ethanol (30 ml), and pyridine-2-aldehyde (0.7 g) and sodium hydroxide (0.3 g) dissolved in water (5 ml) were added at room temperature. The mixture was stirred at room temperature for 12 hours, and approximately half of the solvent was evaporated under reduced pressure. The precipitated crystals were recovered by filtration, and washed with water, ethanol and ether in successi... The reactants are solution, Cl (hydrochloric acid), C(N)(=O)COCCN1CCN(CC1)C(=O)OC(C)(C)C (tert-butyl 4-(2-carbamoylmethoxyethyl)piperazine-1-carboxylate), O (water). Solvent: C(C)(=O)OCC (ethyl acetate). Conditions: time 2 hour. Yields the product Cl.Cl.N1(CCNCC1)CCOCC(=O)N (2-(1-piperazinyl)ethoxyacetamide dihydrochloride). Yield: 100.0%. RXN SMILES: [C:1]([CH2:4][O:5][CH2:6][CH2:7][N:8]1[CH2:13][CH2:12][N:11](C(OC(C)(C)C)=O)[CH2:10][CH2:9]1)(=[O:3])[NH2:2].[ClH:21].O>C(OCC)(=O)C>[ClH:21].[ClH:21].[N:8]1([CH2:7][CH2:6][O:5][CH2:4][C:1]([NH2:2])=[O:3])[CH2:9][CH2:10][NH:11][CH2:12][CH2:13]1 |f:4.5.6|. Procedure: 1.4 g (0.005 mol) of tert-butyl 4-(2-carbamoylmethoxyethyl)piperazine-1-carboxylate prepared in Example I.4.1. and 14 ml of a 3M solution of hydrochloric acid in ethyl acetate are introduced into a 50 ml three-necked round-bottomed flask fitted with a water-cooled condenser and a mechanical stirrer. The mixture is stirred at room temperature for 2 hours. The precipitate is filtered off and is washed with ethyl acetate. 1.3 g (100%) of 2-(1-piperazinyl)ethoxyacetamide dihydrochloride are obtained... The reactants are CC=1N=CC(=NC1)N1CCC(CC1)O (1-(5-methyl-pyrazin-2-yl)-piperidin-4-ol), CC(=O)OI1(C=2C=CC=CC2C(=O)O1)(OC(=O)C)OC(=O)C (Dess-Martin periodinane), [O-]S(=O)(=S)[O-].[Na+].[Na+] (Na2S2O3), C(=O)(O)[O-].[Na+] (NaHCO3). Run in ClCCl (dichloromethane). Conditions: time 4 hour. Yields the product CC=1N=CC(=NC1)N1CCC(CC1)=O (1-(5-Methyl-pyrazin-2-yl)-piperidin-4-one). As a reaction SMILES: [CH3:1][C:2]1[N:3]=[CH:4][C:5]([N:8]2[CH2:13][CH2:12][CH:11]([OH:14])[CH2:10][CH2:9]2)=[N:6][CH:7]=1.CC(OI1(OC(C)=O)(OC(C)=O)OC(=O)C2C=CC=CC1=2)=O.[O-]S([O-])(=S)=O.[Na+].[Na+].C([O-])(O)=O.[Na+]>ClCCl>[CH3:1][C:2]1[N:3]=[CH:4][C:5]([N:8]2[CH2:9][CH2:10][C:11](=[O:14])[CH2:12][CH2:13]2)=[N:6][CH:7]=1 |f:2.3.4,5.6|. Procedure: A mixture of 1-(5-methyl-pyrazin-2-yl)-piperidin-4-ol (500 mg) and Dess-Martin periodinane (1.30 g) in dichloromethane (20 mL) is stirred at room temperature for 4 h. Aqueous Na2S2O3 solution and NaHCO3 solution are added and the organic phase is separated, washed with brine, dried over MgSO4 and concentrated in vacuo. The residue is triturated with a small amount of methanol. The mixture is filtered and the filtrate is concentrated in vacuo to give the title compound. LC (method 1): tR=0.56 min... Product: CCSC1CCSc2c(Cl)cc(C(=O)O)c(C)c21. The reactants are CCOC(=O)c1cc(Cl)c2c(c1C)C(SCC)CCS2, CCO, [K+], [OH-], O. Reaction SMILES: [CH2:1]([CH3:2])[S:3][CH:4]1[CH2:5][CH2:6][S:7][c:8]2[c:9]([Cl:20])[cH:10][c:11]([C:15](=[O:16])[O:17][CH2:18][CH3:19])[c:12]([CH3:14])[c:13]21.[CH3:23][CH2:24][OH:25].[K+:22].[OH-:21].[OH2:26]>>[CH2:1]([CH3:2])[S:3][CH:4]1[CH2:5][CH2:6][S:7][c:8]2[c:9]([Cl:20])[cH:10][c:11]([C:15](=[O:16])[OH:17])[c:12]([CH3:14])[c:13]21.